From a dataset of the Open Reaction Database (ORD), a public repository of structured organic reaction records. describe an organic reaction: reactants, conditions, products, and yield Reactants: [Al+3], C1CCOC1, CCNc1cc(Cl)ncc1C(=O)OCC, [H-], [H-], [H-], [H-], [Li+]. Product: CCNc1cc(Cl)ncc1CO. RXN SMILES: [Al+3:17].[CH2:22]1[O:23][CH2:24][CH2:25][CH2:26]1.[Cl:1][c:2]1[n:3][cH:4][c:5]([C:6](=[O:7])[O:8][CH2:9][CH3:10])[c:11]([NH:13][CH2:14][CH3:15])[cH:12]1.[H-:16].[H-:19].[H-:20].[H-:21].[Li+:18]>>[Cl:1][c:2]1[n:3][cH:4][c:5]([CH2:6][OH:7])[c:11]([NH:13][CH2:14][CH3:15])[cH:12]1. RXN SMILES: [CH2:1]([O:3][C:4](=[O:23])[CH2:5][NH:6][CH2:7][CH2:8][NH:9][S:10]([C:13]1[CH:18]=[CH:17][C:16]([Cl:19])=[CH:15][C:14]=1[N+:20]([O-:22])=[O:21])(=[O:12])=[O:11])[CH3:2].[N:24]1([CH2:33][C:34](O)=[O:35])[CH:32]=[C:30]([CH3:31])[C:28](=[O:29])[NH:27][C:25]1=[O:26]>>[CH2:1]([O:3][C:4](=[O:23])[CH2:5][N:6]([CH2:7][CH2:8][NH:9][S:10]([C:13]1[CH:18]=[CH:17][C:16]([Cl:19])=[CH:15][C:14]=1[N+:20]([O-:22])=[O:21])(=[O:12])=[O:11])[C:34](=[O:35])[CH2:33][N:24]1[CH:32]=[C:30]([CH3:31])[C:28](=[O:29])[NH:27][C:25]1=[O:26])[CH3:2]. Reported procedure: The title compound (2.46 g, 92%) was synthesized by the reaction of N-[2-(4-chloro-2-nitro-benzenesulfonylamino)-ethyl]-glycine ethyl ester (1.84 g, 5 mmol) and (thymin-1-yl)-acetic acid (0.92 g, 5 mmol) as per the procedure of example 46. 1H-NMR (500 MHz; DMSO-d6) δ 11.31 (s, 0.6H), 11.28 (s, 0.4H), 8.31˜7.95 (m, 4H), 7.31 (s, 0.6H), 7.23 (s, 0.4H), 4.64 (s, 1.2H), 4.46 (s, 0.8H), 4.28 (s, 0.8H), 4.16 (q. 0.8H), 4.07 (q. 1.2H), 4.00 (s, 1.2H), 3.49 (t, 1.2H), 3.22 (q, 1.2H), 3.12˜3.01 (m, 1.6H)... The product is C(C)OC(CN(C(CN1C(=O)NC(=O)C(C)=C1)=O)CCNS(=O)(=O)C1=C(C=C(C=C1)Cl)[N+](=O)[O-])=O (N-[2-(4-Chloro-2-nitro-benzenesulfonylamino)-ethyl]-N-[(thymin-1-yl)-acetyl]-glycine ethyl ester). The yield is 92.5%. The reactants are C(C)OC(CNCCNS(=O)(=O)C1=C(C=C(C=C1)Cl)[N+](=O)[O-])=O (N-[2-(4-chloro-2-nitro-benzenesulfonylamino)-ethyl]-glycine ethyl ester), N1(C(=O)NC(=O)C(C)=C1)CC(=O)O ((thymin-1-yl)-acetic acid). Reactants: OCC1COc2ccc(Br)cc2O1, CS(=O)[O-], CS(C)=O, Cl, [Cu]I, [K+], [K+], [Na+], O=C([O-])[O-], O, O=C(O)C1CCCN1. Yields the product CS(=O)(=O)c1ccc2c(c1)OC(CO)CO2. Reaction SMILES: [Br:1][c:2]1[cH:3][cH:4][c:5]2[c:6]([cH:13]1)[O:7][CH:8]([CH2:11][OH:12])[CH2:9][O:10]2.[CH3:14][S:15](=[O:16])[O-:17].[CH3:33][S:34]([CH3:35])=[O:36].[ClH:38].[Cu:39][I:40].[K+:27].[K+:28].[Na+:18].[O-:29][C:30]([O-:31])=[O:32].[OH2:37].[OH:19][C:20]([CH:21]1[NH:22][CH2:23][CH2:24][CH2:25]1)=[O:26]>>[c:2]1([S:15]([CH3:14])(=[O:16])=[O:17])[cH:3][cH:4][c:5]2[c:6]([cH:13]1)[O:7][CH:8]([CH2:11][OH:12])[CH2:9][O:10]2. Solvent: C(C)O (ethanol). The reactants are [N+](=O)([O-])C1=CC=C(C=C1)OC1=CC=C(C=C1)OC(F)(F)F (1-nitro-4-[4-(trifluoromethoxy)phenoxy]benzene). The product is FC(OC1=CC=C(OC2=CC=C(N)C=C2)C=C1)(F)F (4-[4-(trifluoromethoxy)phenoxy]aniline). Procedure: A mixture of 1-nitro-4-[4-(trifluoromethoxy)phenoxy]benzene (4.18 g, 13.970 mmol), 10% platinum-activated charcoal (270 mg) and ethanol (40 ml) was stirred for 3 hours under hydrogen atmosphere. The reaction mixture was filtered through celite. The residue obtained by concentration of the filtrate under reduced pressure was purified by column chromatography on silica gel (n-hexane:ethyl acetate=3:1) to give the title compound (3.54 g, 93.9%) as a yellow oil. As a reaction SMILES: [N+:1]([C:4]1[CH:9]=[CH:8][C:7]([O:10][C:11]2[CH:16]=[CH:15][C:14]([O:17][C:18]([F:21])([F:20])[F:19])=[CH:13][CH:12]=2)=[CH:6][CH:5]=1)([O-])=O>[Pt].C(O)C>[F:19][C:18]([F:20])([F:21])[O:17][C:14]1[CH:13]=[CH:12][C:11]([O:10][C:7]2[CH:8]=[CH:9][C:4]([NH2:1])=[CH:5][CH:6]=2)=[CH:16][CH:15]=1. Isolated yield 94.1%. Run at time 3 hour. Reagents/catalysts: [Pt] (platinum).